This data is from the Open Reaction Database (ORD), a public repository of structured organic reaction records. The task is: describe an organic reaction: reactants, conditions, products, and yield Starting materials: ClC1=NC2=CC=C(C=C2C=C1)Cl (2,6-dichloroquinoline), O(C1=CC=CC=C1)CCN (2-phenoxyethylamine). The product is O(C1=CC=CC=C1)CCNC1=NC2=CC=C(C=C2C=C1)NCCOC1=CC=CC=C1 (N2,N6-Bis-(2-phenoxy-ethyl)-quinoline-2,6-diamine). RXN SMILES: Cl[C:2]1[CH:11]=[CH:10][C:9]2[C:4](=[CH:5][CH:6]=[C:7](Cl)[CH:8]=2)[N:3]=1.[O:13]([CH2:20][CH2:21][NH2:22])[C:14]1[CH:19]=[CH:18][CH:17]=[CH:16][CH:15]=1>>[O:13]([CH2:20][CH2:21][NH:22][C:2]1[CH:11]=[CH:10][C:9]2[C:4](=[CH:5][CH:6]=[C:7]([NH:22][CH2:21][CH2:20][O:13][C:14]3[CH:19]=[CH:18][CH:17]=[CH:16][CH:15]=3)[CH:8]=2)[N:3]=1)[C:14]1[CH:19]=[CH:18][CH:17]=[CH:16][CH:15]=1. Procedure details: The title compound, MS: m/e=400.0 (M+H+), was prepared in accordance with the general method of example 1 from 2,6-dichloroquinoline and 2-phenoxyethylamine. Starting materials: CN(C)C=O, ClCc1nc(C2CC2)no1, [H-], [H][H], [Na+], Oc1ccc(Oc2ccccc2)cc1. Yields the product c1ccc(Oc2ccc(OCc3nc(C4CC4)no3)cc2)cc1. RXN SMILES: [CH3:29][N:30]([CH3:31])[CH:32]=[O:33].[Cl:19][CH2:20][c:21]1[n:22][c:23]([CH:26]2[CH2:27][CH2:28]2)[n:24][o:25]1.[H-:15].[H:17][H:18].[Na+:16].[OH:1][c:2]1[cH:3][cH:4][c:5]([O:6][c:7]2[cH:8][cH:9][cH:10][cH:11][cH:12]2)[cH:13][cH:14]1>>[O:1]([c:2]1[cH:3][cH:4][c:5]([O:6][c:7]2[cH:8][cH:9][cH:10][cH:11][cH:12]2)[cH:13][cH:14]1)[CH2:20][c:21]1[n:22][c:23]([CH:26]2[CH2:27][CH2:28]2)[n:24][o:25]1. Reactants: C(C)(C)(C)NS(=O)(=O)C1=C(C=CC=C1)C1=CC2=C(NC(=N2)COC2=CC=C(C=C2)C(F)(F)F)C=C1 (N-tert-butyl-2-[2-(4-trifluoromethyl-phenoxymethyl)-1H-benzoimidazol-5-yl]-benzenesulfonamide), Cl (HCl), C(C)(C)(C)NS(=O)(=O)C1=C(C=CC=C1)C1=CC2=C(NC(=N2)COC2=CC=C(C=C2)C(F)(F)F)C=C1 (N-tert-butyl-2-[2-(4-trifluoromethyl-phenoxymethyl)-1H-benzoimidazol-5-yl]-benzenesulfonamide). Run in C(C)(C)O (isopropyl alcohol). Conditions: temperature 45 celsius, time 12 hour. The product is FC(C1=CC=C(OCC2=NC3=C(N2)C=CC(=C3)C3=C(C=CC=C3)S(=O)(=O)N)C=C1)(F)F (2-[2-(4-trifluoromethyl-phenoxymethyl)-1H-benzoimidazol-5-yl]-benzenesulfonamide). Isolated yield 98.2%. As a reaction SMILES: C([NH:5][S:6]([C:9]1[CH:14]=[CH:13][CH:12]=[CH:11][C:10]=1[C:15]1[CH:35]=[CH:34][C:18]2[NH:19][C:20]([CH2:22][O:23][C:24]3[CH:29]=[CH:28][C:27]([C:30]([F:33])([F:32])[F:31])=[CH:26][CH:25]=3)=[N:21][C:17]=2[CH:16]=1)(=[O:8])=[O:7])(C)(C)C.Cl>C(O)(C)C>[F:33][C:30]([F:31])([F:32])[C:27]1[CH:28]=[CH:29][C:24]([O:23][CH2:22][C:20]2[NH:19][C:18]3[CH:34]=[CH:35][C:15]([C:10]4[CH:11]=[CH:12][CH:13]=[CH:14][C:9]=4[S:6]([NH2:5])(=[O:8])=[O:7])=[CH:16][C:17]=3[N:21]=2)=[CH:25][CH:26]=1. Procedure details: A 5-L 4-neck round bottom flask equipped with a thermocouple, heating mantle, mechanical stirrer, reflux condenser with gas outlet, and a nitrogen inlet adapter was charged with N-tert-butyl-2-[2-(4-trifluoromethyl-phenoxymethyl)-1H-benzoimidazol-5-yl]-benzenesulfonamide (150.0 g, 0.298 mol) and HCl in isopropyl alcohol (IPA) (5-6 M, 2.51 L). The reaction was warmed step-wise with stirring, first to 45° C., then 60° C., and finally 72° C. Heating was continued for 12 h, after which time the heat... The reactants are COC=C1C(=O)NC(=O)c2cc(OC)c(Br)cc21, CN(C)C=O, Nc1ccc(CN2CCCCC2)cc1. The product is COc1cc2c(cc1Br)C(=CNc1ccc(CN3CCCCC3)cc1)C(=O)NC2=O. Reaction SMILES: [Br:1][c:2]1[cH:3][c:4]2[c:9]([cH:10][c:11]1[O:12][CH3:13])[C:8](=[O:14])[NH:7][C:6](=[O:15])[C:5]2=[CH:16][O:17][CH3:18].[CH3:33][N:34]([CH3:35])[CH:36]=[O:37].[N:19]1([CH2:25][c:26]2[cH:27][cH:28][c:29]([NH2:32])[cH:30][cH:31]2)[CH2:20][CH2:21][CH2:22][CH2:23][CH2:24]1>>[Br:1][c:2]1[cH:3][c:4]2[c:9]([cH:10][c:11]1[O:12][CH3:13])[C:8](=[O:14])[NH:7][C:6](=[O:15])[C:5]2=[CH:16][NH:32][c:29]1[cH:28][cH:27][c:26]([CH2:25][N:19]2[CH2:20][CH2:21][CH2:22][CH2:23][CH2:24]2)[cH:31][cH:30]1. Starting materials: CC1=NC=NC(=C1C1=C(C=C(C=C1)O)C)C (4-(4,6-dimethylpyrimidin-5-yl)-3-methylphenol), ClC=1C=C(C(=O)OO)C=CC1 (3-chloroperoxybenzoic acid). The solvent is ClCCl (dichloromethane). Conditions: temperature 0 celsius, time 2 hour. Yields the product CC1=NC=[N+](C(=C1C1=C(C=C(C=C1)O)C)C)[O-] (4-(4,6-dimethyl-1-oxidopyrimidin-5-yl)-3-methylphenol). RXN SMILES: [CH3:1][C:2]1[C:7]([C:8]2[CH:13]=[CH:12][C:11]([OH:14])=[CH:10][C:9]=2[CH3:15])=[C:6]([CH3:16])[N:5]=[CH:4][N:3]=1.ClC1C=C(C=CC=1)C(OO)=[O:22]>ClCCl>[CH3:16][C:6]1[C:7]([C:8]2[CH:13]=[CH:12][C:11]([OH:14])=[CH:10][C:9]=2[CH3:15])=[C:2]([CH3:1])[N+:3]([O-:22])=[CH:4][N:5]=1. Procedure: To a solution of 4-(4,6-dimethylpyrimidin-5-yl)-3-methylphenol (1.0 g, 4.7 mmol) in dichloromethane (25 mL) was added 3-chloroperoxybenzoic acid (887 mg, 5.14 mmol) at 0° C. The reaction was stirred at 0° C. for 2 hours, then at room temperature for 14 hours. After removal of solvent in vacuo, purification by chromatography on silica gel (Gradient: 0% to 100% ethyl acetate in petroleum ether) provided the product. Yield: 742 mg, 3.22 mmol, 69%. 1H NMR (400 MHz, CDCl3) δ 9.03 (s, 1H), 6.82-6.91 (... Starting materials: CC=C(CC)c1ccc2cc(C(=O)OC)ccc2c1, Cc1ccccc1O, CCOC(C)=O. Yields the product CCC(CC)(c1ccc(O)c(C)c1)c1ccc2cc(C(=O)OC)ccc2c1. Reaction SMILES: [CH3:1][O:2][C:3](=[O:4])[c:5]1[cH:6][c:7]2[cH:8][cH:9][c:10]([C:15](=[CH:16][CH3:17])[CH2:18][CH3:19])[cH:11][c:12]2[cH:13][cH:14]1.[CH3:20][c:21]1[cH:22][cH:23][cH:24][cH:25][c:26]1[OH:27].[CH3:28][CH2:29][O:30][C:31]([CH3:32])=[O:33]>>[CH3:1][O:2][C:3](=[O:4])[c:5]1[cH:6][c:7]2[cH:8][cH:9][c:10]([C:15]([CH2:16][CH3:17])([CH2:18][CH3:19])[c:23]3[cH:22][c:21]([CH3:20])[c:26]([OH:27])[cH:25][cH:24]3)[cH:11][c:12]2[cH:13][cH:14]1. Starting materials: C(C)(C)(C)OC(=O)N1CCC(CC1)C=1SC=C(N1)COC1=CC=C(C=C1)S(=O)(=O)C (4-[4-(4-Methanesulfonyl-phenoxymethyl)-thiazol-2-yl]-piperidine-1-carboxylic acid tert-butyl ester), Cl (HCl). Run in CO (methanol), O1CCOCC1 (dioxane). Run at time 30 minute. Product: CS(=O)(=O)C1=CC=C(OCC=2N=C(SC2)C2CCNCC2)C=C1 (4-[4-(4-Methanesulfonyl-phenoxymethyl)-thiazol-2-yl]-piperidine), Cl (HCl). As a reaction SMILES: C(OC([N:8]1[CH2:13][CH2:12][CH:11]([C:14]2[S:15][CH:16]=[C:17]([CH2:19][O:20][C:21]3[CH:26]=[CH:25][C:24]([S:27]([CH3:30])(=[O:29])=[O:28])=[CH:23][CH:22]=3)[N:18]=2)[CH2:10][CH2:9]1)=O)(C)(C)C.[ClH:31]>CO.O1CCOCC1>[CH3:30][S:27]([C:24]1[CH:23]=[CH:22][C:21]([O:20][CH2:19][C:17]2[N:18]=[C:14]([CH:11]3[CH2:12][CH2:13][NH:8][CH2:9][CH2:10]3)[S:15][CH:16]=2)=[CH:26][CH:25]=1)(=[O:28])=[O:29].[ClH:31]. Reported procedure: A solution of 4-[4-(4-Methanesulfonyl-phenoxymethyl)-thiazol-2-yl]-piperidine-1-carboxylic acid tert-butyl ester (615 mg, 1.36 mmol) in methanol (10 mL) was treated with 10 mL of 4N HCl in dioxane. The resulting solution was stirred at room temperature for 30 minutes. Then all the solvents were removed in vacuo to afford the desired product as a HCl salt.